Dataset: the Open Reaction Database (ORD), a public repository of structured organic reaction records. Task: describe an organic reaction: reactants, conditions, products, and yield Starting materials: N(=NC(=O)N1CCCCC1)C(=O)N1CCCCC1 (1,1'-(azodicarbonyl)dipiperidine), CC=1C=C(C=C(C1)O)OS(=O)(=O)C1=C(C=CC=C1)C(F)(F)F (5-methyl-3-(2-trifluoromethylphenylsulfonyloxy)phenol), C(CCC)P(CCCC)CCCC (tri-n-butylphosphine), C(CCO)O (1,3-propanediol). The solvent is O1CCCC1 (tetrahydrofuran), CCCCCC (Hexane). Run at time 8 hour. The product is CC=1C=C(C=C(OCCCO)C1)OS(=O)(=O)C1=C(C=CC=C1)C(F)(F)F (3-[5-Methyl-3-(2-trifluoromethylphenylsulfonyloxy)phenoxy]propanol). The yield is 95.4%. As a reaction SMILES: [CH3:1][C:2]1[CH:3]=[C:4]([O:9][S:10]([C:13]2[CH:18]=[CH:17][CH:16]=[CH:15][C:14]=2[C:19]([F:22])([F:21])[F:20])(=[O:12])=[O:11])[CH:5]=[C:6]([OH:8])[CH:7]=1.C(P(CCCC)CCCC)CCC.[CH2:36](O)[CH2:37][CH2:38][OH:39].N(C(N1CCCCC1)=O)=NC(N1CCCCC1)=O>O1CCCC1.CCCCCC>[CH3:1][C:2]1[CH:3]=[C:4]([O:9][S:10]([C:13]2[CH:18]=[CH:17][CH:16]=[CH:15][C:14]=2[C:19]([F:22])([F:20])[F:21])(=[O:12])=[O:11])[CH:5]=[C:6]([CH:7]=1)[O:8][CH2:36][CH2:37][CH2:38][OH:39]. Procedure details: To a solution of 5-methyl-3-(2-trifluoromethylphenylsulfonyloxy)phenol (665 mg, 2.0 mmol), as prepared in the preceding step, tri-n-butylphosphine (607 mg, 3.0 mmol), and 1,3-propanediol (760 mg, 10 mmol) in anhydrous tetrahydrofuran (20 mL) was added 1,1'-(azodicarbonyl)dipiperidine (757 mg, 3.0 mmol). The mixture was stirred at room temperature overnight. Hexane (30 mL) was added to the mixture, and the precipitates were removed by filtration. The filtrate was evaporated in vacuo, and the resi... Isolated yield 81.0%. The product is C(#N)C=1C=C(C=CC1)S(=O)(=O)N1C=C(C(=C1C=1C(=NC=CC1)C#N)F)CN(C(OC(C)(C)C)=O)C (tert-butyl {[1-[(3-cyanophenyl)sulfonyl]-5-(2-cyanopyridin-3-yl)-4-fluoro-1H-pyrrol-3-yl]methyl}methylcarbamate). Conditions: time 15 minute. The solvent is O1CCCC1 (tetrahydrofuran), O1CCCC1 (tetrahydrofuran), O (water). The reactants are C(#N)C1=NC=CC=C1C1=C(C(=CN1)CN(C(OC(C)(C)C)=O)C)F (tert-butyl {[5-(2-cyanopyridin-3-yl)-4-fluoro-1H-pyrrol-3-yl]methyl}methylcarbamate), C1COCCOCCOCCOCCO1 (15-crown-5), C(#N)C=1C=C(C=CC1)S(=O)(=O)Cl (3-cyanobenzenesulfonyl chloride), [H-].[Na+] (sodium hydride). Procedure details: To a suspension of sodium hydride (60% in oil, 60 mg) in tetrahydrofuran (5 mL) were added dropwise a solution (5 mL) of tert-butyl {[5-(2-cyanopyridin-3-yl)-4-fluoro-1H-pyrrol-3-yl]methyl}methylcarbamate (330 mg) in tetrahydrofuran, 15-crown-5 (330 mg) and 3-cyanobenzenesulfonyl chloride (302 mg) under ice-cooling and the mixture was stirred for 15 min. The reaction mixture was diluted with water, and extracted with ethyl acetate. The separated aqueous layer was extracted again with ethyl aceta... Reaction SMILES: [H-].[Na+].[C:3]([C:5]1[C:10]([C:11]2[NH:15][CH:14]=[C:13]([CH2:16][N:17]([CH3:25])[C:18](=[O:24])[O:19][C:20]([CH3:23])([CH3:22])[CH3:21])[C:12]=2[F:26])=[CH:9][CH:8]=[CH:7][N:6]=1)#[N:4].C1OCCOCCOCCOCCOC1.[C:42]([C:44]1[CH:45]=[C:46]([S:50](Cl)(=[O:52])=[O:51])[CH:47]=[CH:48][CH:49]=1)#[N:43]>O1CCCC1.O>[C:42]([C:44]1[CH:45]=[C:46]([S:50]([N:15]2[C:11]([C:10]3[C:5]([C:3]#[N:4])=[N:6][CH:7]=[CH:8][CH:9]=3)=[C:12]([F:26])[C:13]([CH2:16][N:17]([CH3:25])[C:18](=[O:24])[O:19][C:20]([CH3:22])([CH3:23])[CH3:21])=[CH:14]2)(=[O:52])=[O:51])[CH:47]=[CH:48][CH:49]=1)#[N:43] |f:0.1|. The reactants are COC(=O)Cc1ccc(Cl)c2nc(C)c(Cc3ccc(S(C)(=O)=O)cc3)c(C)c12, CO, O=CO, [Na+], [OH-]. Yields the product Cc1nc2c(Cl)ccc(CC(=O)O)c2c(C)c1Cc1ccc(S(C)(=O)=O)cc1. RXN SMILES: [CH3:1][O:2][C:3]([CH2:4][c:5]1[c:6]2[c:7]([CH3:28])[c:8]([CH2:17][c:18]3[cH:19][cH:20][c:21]([S:24](=[O:25])(=[O:26])[CH3:27])[cH:22][cH:23]3)[c:9]([CH3:16])[n:10][c:11]2[c:12]([Cl:15])[cH:13][cH:14]1)=[O:29].[CH3:30][OH:31].[CH:34]([OH:35])=[O:36].[Na+:33].[OH-:32]>>[O:2]=[C:3]([CH2:4][c:5]1[c:6]2[c:7]([CH3:28])[c:8]([CH2:17][c:18]3[cH:19][cH:20][c:21]([S:24](=[O:25])(=[O:26])[CH3:27])[cH:22][cH:23]3)[c:9]([CH3:16])[n:10][c:11]2[c:12]([Cl:15])[cH:13][cH:14]1)[OH:29]. The reactants are BrC=1C=C(C=C(C1OC)Br)C(=O)N1C2=C(OCC1)N=CC(=C2)C2=CC=C(C=C2)OC(F)(F)F ((3,5-dibromo-4-methoxy-phenyl)-[7-(4-trifluoromethoxy-phenyl)-2,3-dihydro-pyrido[2,3-b][1,4]oxazin-1-yl]-methanone), [Br-].[Li+] (lithium bromide), N1CCNCC1 (piperazine). Run in CN(C=O)C (N,N-dimethyl formamide). The product is compound 66, BrC=1C=C(C=C(C1O)Br)C(=O)N1C2=C(OCC1)N=CC(=C2)C2=CC=C(C=C2)OC(F)(F)F ((3,5-dibromo-4-hydroxy-phenyl)-[7-(4-trifluoromethoxy-phenyl)-2,3-dihydro-pyrido[2,3-b][1,4]oxazin-1-yl]-methanone). Reaction SMILES: [Br:1][C:2]1[CH:3]=[C:4]([C:11]([N:13]2[CH2:18][CH2:17][O:16][C:15]3[N:19]=[CH:20][C:21]([C:23]4[CH:28]=[CH:27][C:26]([O:29][C:30]([F:33])([F:32])[F:31])=[CH:25][CH:24]=4)=[CH:22][C:14]2=3)=[O:12])[CH:5]=[C:6]([Br:10])[C:7]=1[O:8]C.[Br-].[Li+].N1CCNCC1>CN(C)C=O>[Br:10][C:6]1[CH:5]=[C:4]([C:11]([N:13]2[CH2:18][CH2:17][O:16][C:15]3[N:19]=[CH:20][C:21]([C:23]4[CH:24]=[CH:25][C:26]([O:29][C:30]([F:31])([F:33])[F:32])=[CH:27][CH:28]=4)=[CH:22][C:14]2=3)=[O:12])[CH:3]=[C:2]([Br:1])[C:7]=1[OH:8] |f:1.2|. Procedure: By the same method as in the step d) of Example 45, (3,5-dibromo-4-methoxy-phenyl)-[7-(4-trifluoromethoxy-phenyl)-2,3-dihydro-pyrido[2,3-b][1,4]oxazin-1-yl]-methanone (110 mg, 0.19 mmol), lithium bromide (65 mg, 0.75 mmol) and piperazine (25 mg, 0.29 mmol) were dissolved in N,N-dimethyl formamide (3 ml) and reacted at 100□ to obtain the target compound 66, i.e., (3,5-dibromo-4-hydroxy-phenyl)-[7-(4-trifluoromethoxy-phenyl)-2,3-dihydro-pyrido[2,3-b][1,4]oxazin-1-yl]-methanone, as white solid (54 ... Starting materials: O=C([O-])O, CN(c1cccnc1)c1ncccc1CO, ClCCl, [Na+], [Na+], [Na+], O=S([O-])([O-])=S. The product is CN(c1cccnc1)c1ncccc1C=O. RXN SMILES: [C:24](=[O:25])([OH:26])[O-:27].[CH3:1][N:2]([c:3]1[n:4][cH:5][cH:6][cH:7][c:8]1[CH2:9][OH:10])[c:11]1[cH:12][n:13][cH:14][cH:15][cH:16]1.[Cl:29][CH2:30][Cl:31].[Na+:22].[Na+:23].[Na+:28].[S:17]([O-:18])([O-:19])(=[O:20])=[S:21]>>[CH3:1][N:2]([c:3]1[n:4][cH:5][cH:6][cH:7][c:8]1[CH:9]=[O:10])[c:11]1[cH:12][n:13][cH:14][cH:15][cH:16]1. Yields the product O[C@@H](CONC(=O)C1=C(C=2C=NC=CC2S1)NC1=C(C=C(C=C1)I)F)CO (3-(2-Fluoro-4-iodo-phenylamino)-thieno[3,2-c]pyridine-2-carboxylic acid ((R)-2,3-dihydroxy-propoxy)-amide). Reagents/catalysts: Cl (hydrochloric acid). The yield is 53.0%. Run at time 2 hour. The solvent is CO (methanol). RXN SMILES: CC1(C)[O:6][C@@H:5]([CH2:7][O:8][NH:9][C:10]([C:12]2[S:20][C:19]3[CH:18]=[CH:17][N:16]=[CH:15][C:14]=3[C:13]=2[NH:21][C:22]2[CH:27]=[CH:26][C:25]([I:28])=[CH:24][C:23]=2[F:29])=[O:11])[CH2:4][O:3]1>CO.Cl>[OH:6][C@H:5]([CH2:4][OH:3])[CH2:7][O:8][NH:9][C:10]([C:12]1[S:20][C:19]2[CH:18]=[CH:17][N:16]=[CH:15][C:14]=2[C:13]=1[NH:21][C:22]1[CH:27]=[CH:26][C:25]([I:28])=[CH:24][C:23]=1[F:29])=[O:11]. Procedure details: 3-(2-Fluoro-4-iodo-phenylamino)-thieno[3,2-c]pyridine-2-carboxylic acid ((R)-2,2-dimethyl-[1,3]dioxolan-4-ylmethoxy)-amide (18 mg, 0.03 mmol) was dissolved in methanol (1 ml) and concentrated hydrochloric acid (1 drop) added. The mixture was allowed to stir for 2 hours then evaporated to dryness to give a residue. The residue was partitioned between aqueous saturated NaHCO3 solution (10 ml), water (20 ml) and DCM (20 ml). The organic layer was separated, dried over sodium sulphate, filtered and ... Starting materials: CC1(OC[C@@H](O1)CONC(=O)C1=C(C=2C=NC=CC2S1)NC1=C(C=C(C=C1)I)F)C (3-(2-Fluoro-4-iodo-phenylamino)-thieno[3,2-c]pyridine-2-carboxylic acid ((R)-2,2-dimethyl-[1,3]dioxolan-4-ylmethoxy)-amide).